From a dataset of the Open Reaction Database (ORD), a public repository of structured organic reaction records. describe an organic reaction: reactants, conditions, products, and yield Reactants: C(C)(C)(C)N1C(=NC2=C1C=CC(=C2)C=2C=NC(=NC2)N)C2=C(C=CC(=C2)C=C)N2N=CN=C2 (5-[1-tert-butyl-2-(2-1,2,4-triazol-1-yl-5-vinyl-phenyl)-1H-benzimidazol-5-yl]-pyrimidin-2-ylamine). Reagents/catalysts: [Pd] (Pd/C). Run in CCO (EtOH). Reaction conditions: time 12 hour. Product: C(C)(C)(C)N1C(=NC2=C1C=CC(=C2)C=2C=NC(=NC2)N)C2=C(C=CC(=C2)CC)N2N=CN=C2 (5-[1-tert-Butyl-2-(5-ethyl-2-1,2,4-triazol-1-yl-phenyl)-1H-benzimidazol-5-yl]-pyrimidin-2-ylamine). Isolated yield 30.7%. RXN SMILES: [C:1]([N:5]1[C:9]2[CH:10]=[CH:11][C:12]([C:14]3[CH:15]=[N:16][C:17]([NH2:20])=[N:18][CH:19]=3)=[CH:13][C:8]=2[N:7]=[C:6]1[C:21]1[CH:26]=[C:25]([CH:27]=[CH2:28])[CH:24]=[CH:23][C:22]=1[N:29]1[CH:33]=[N:32][CH:31]=[N:30]1)([CH3:4])([CH3:3])[CH3:2]>CCO.[Pd]>[C:1]([N:5]1[C:9]2[CH:10]=[CH:11][C:12]([C:14]3[CH:15]=[N:16][C:17]([NH2:20])=[N:18][CH:19]=3)=[CH:13][C:8]=2[N:7]=[C:6]1[C:21]1[CH:26]=[C:25]([CH2:27][CH3:28])[CH:24]=[CH:23][C:22]=1[N:29]1[CH:33]=[N:32][CH:31]=[N:30]1)([CH3:2])([CH3:3])[CH3:4]. Procedure details: To a solution of 5-[1-tert-butyl-2-(2-1,2,4-triazol-1-yl-5-vinyl-phenyl)-1H-benzimidazol-5-yl]-pyrimidin-2-ylamine (100 mg, 0.23 mmol) in EtOH (5 mL) is added 10% Pd/C (10 mg) at room temperature. The reaction vessel is de-gased and is filled with H2 using a balloon. The mixture is stirred at the same temperature for 12 hours. The mixture is filtered and the filtrate is concentrated. The residue is purified by silica gel flash column chromatography eluting with 10% MeOH in CH2Cl2 to afford the t... The reactants are BrCC(CBr)(C)C (1,3-dibromo-2,2-dimethyl propane), CC1C(CCC2=CC=C(C=C12)OC)=O (1-methyl-7-methoxy-2-tetralone). Product: COC1=CC2=C(CC3CC(CC2(C3=O)C)(C)C)C=C1 (5,6,7,8,9,10-Hexahydro-3-Methoxy-5,7,7-Trimethyl-5,9-Methanobenzocyclooctene-11-One). As a reaction SMILES: Br[CH2:2][C:3]([CH3:7])([CH3:6])[CH2:4]Br.[CH3:8][CH:9]1[C:18]2[C:13](=[CH:14][CH:15]=[C:16]([O:19][CH3:20])[CH:17]=2)[CH2:12][CH2:11][C:10]1=[O:21]>>[CH3:20][O:19][C:16]1[CH:15]=[CH:14][C:13]2[CH2:12][CH:11]3[C:10](=[O:21])[C:9]([CH3:8])([C:18]=2[CH:17]=1)[CH2:4][C:3]([CH3:7])([CH3:6])[CH2:2]3. Procedure details: By treating 1,3-dibromo-2,2-dimethyl propane and 1-methyl-7-methoxy-2-tetralone in the manner described in Example 1, one may prepare the title compound. Reactants: C(C)N(C(C)C)C(C)C (N-ethyl-diisopropylamine), Cl.OC1=C(N)C=CC(=C1)O (2,4-dihydroxyaniline hydrochloride), C12(CC3CC(CC(C1)C3)C2)CC(=O)O ((adamantan-1-yl)acetic acid), CCCP(=O)=O (propylphosphonic anhydride). Run in ClCCl (dichloromethane). Run at time 18 hour. Yields the product C12(CC3CC(CC(C1)C3)C2)CC(=O)NC2=C(C=C(C=C2)O)O (2-(Adamantan-1-yl)-N-(2,4-dihydroxy-phenyl)acetamide). As a reaction SMILES: C(N(C(C)C)C(C)C)C.Cl.[OH:11][C:12]1[CH:18]=[C:17]([OH:19])[CH:16]=[CH:15][C:13]=1[NH2:14].[C:20]12([CH2:30][C:31](O)=[O:32])[CH2:29][CH:24]3[CH2:25][CH:26]([CH2:28][CH:22]([CH2:23]3)[CH2:21]1)[CH2:27]2.CCCP(=O)=O>ClCCl>[C:20]12([CH2:30][C:31]([NH:14][C:13]3[CH:15]=[CH:16][C:17]([OH:19])=[CH:18][C:12]=3[OH:11])=[O:32])[CH2:27][CH:26]3[CH2:25][CH:24]([CH2:23][CH:22]([CH2:28]3)[CH2:21]1)[CH2:29]2 |f:1.2|. Procedure details: 1.05 ml of N-ethyl-diisopropylamine is added to a solution of 323 mg 2,4-dihydroxyaniline hydrochloride (formula V), 388 mg (adamantan-1-yl)acetic acid (formula R3COOH) and 1.2 ml of propylphosphonic anhydride (50% in ethyl acetate) in 20 ml of dry dichloromethane at 0°. The mixture obtained is stirred for about 18 hours at room temperature and the solvent is evaporated off. The residue is dissolved in 50 ml of ethyl acetate and extracted with 1 M aqueous hydrochloric acid, saturated aqueous NaH... Starting materials: alcohol, C(#N)N=C(SC)SC (dimethyl cyanodithioimidocarbonate), CC1=C(OC(=C1)CN(C)C)CSCCN (2-[(3-methyl-5-dimethylaminomethyl-2-furyl)methylthio]ethylamine), C(#N)NC(SC)=NCCSCC=1OC(=CC1C)CN(C)C (N-cyano-N'-{2-[(3-methyl-5-dimethylaminomethyl-2-furyl)methylthio]ethyl}-S-methylisothiourea), C(C#C)N (propargylamine). Product: C(#N)NC(=NCCSCC=1OC(=CC1C)CN(C)C)NCC#C (N-Cyano-N'-(2-propyn-1-yl)-N"-{2-[(3-methyl-5-dimethylaminomethyl-2-furyl)methylthio]ethyl}guanidine). RXN SMILES: C(N=C(SC)SC)#N.CC1[CH:14]=[C:13]([CH2:15][N:16](C)C)OC=1CSCCN.[C:24]([NH:26][C:27](=[N:30][CH2:31][CH2:32][S:33][CH2:34][C:35]1[O:36][C:37]([CH2:41][N:42]([CH3:44])[CH3:43])=[CH:38][C:39]=1[CH3:40])SC)#[N:25].C(N)C#C>>[C:24]([NH:26][C:27]([NH:16][CH2:15][C:13]#[CH:14])=[N:30][CH2:31][CH2:32][S:33][CH2:34][C:35]1[O:36][C:37]([CH2:41][N:42]([CH3:44])[CH3:43])=[CH:38][C:39]=1[CH3:40])#[N:25]. Procedure: When an alcohol solution of dimethyl cyanodithioimidocarbonate is reacted with 2-[(3-methyl-5-dimethylaminomethyl-2-furyl)methylthio]ethylamine, and the resultant N-cyano-N'-{2-[(3-methyl-5-dimethylaminomethyl-2-furyl)methylthio]ethyl}-S-methylisothiourea is treated with propargylamine according to the general procedure of Example 3, the title compound is produced. The reactants are ClC1=CC=C(C=C1)[C@@H]1N=C(N([C@@H]1C1=CC=C(C=C1)Cl)C(=O)Cl)C1=C(C=C(C=C1)C(C)(C)C#N)OCC ((4S,5R)-4,5-bis-(4-chloro-phenyl)-2-[4-(cyano-dimethyl-methyl)-2-ethoxy-phenyl]-4,5-dihydro-imidazole-1-carbonyl chloride), N1(CCNCC1)CC(=O)N (2-piperazin-1-yl-acetamide). The product is ClC1=CC=C(C=C1)[C@@H]1N=C(N([C@@H]1C1=CC=C(C=C1)Cl)C(=O)N1CCN(CC1)CC(=O)N)C1=C(C=C(C=C1)C(C)(C)C#N)OCC (2-(4-{(4S,5R)-4,5-Bis-(4-chloro-phenyl)-2-[4-(cyano-dimethyl-methyl)-2-ethoxy-phenyl]-4,5-dihydro-imidazole-1-carbonyl}-piperazin-1-yl)-acetamide). Reaction SMILES: [Cl:1][C:2]1[CH:7]=[CH:6][C:5]([C@H:8]2[C@@H:12]([C:13]3[CH:18]=[CH:17][C:16]([Cl:19])=[CH:15][CH:14]=3)[N:11]([C:20](Cl)=[O:21])[C:10]([C:23]3[CH:28]=[CH:27][C:26]([C:29]([C:32]#[N:33])([CH3:31])[CH3:30])=[CH:25][C:24]=3[O:34][CH2:35][CH3:36])=[N:9]2)=[CH:4][CH:3]=1.[N:37]1([CH2:43][C:44]([NH2:46])=[O:45])[CH2:42][CH2:41][NH:40][CH2:39][CH2:38]1>>[Cl:1][C:2]1[CH:7]=[CH:6][C:5]([C@H:8]2[C@@H:12]([C:13]3[CH:18]=[CH:17][C:16]([Cl:19])=[CH:15][CH:14]=3)[N:11]([C:20]([N:40]3[CH2:41][CH2:42][N:37]([CH2:43][C:44]([NH2:46])=[O:45])[CH2:38][CH2:39]3)=[O:21])[C:10]([C:23]3[CH:28]=[CH:27][C:26]([C:29]([C:32]#[N:33])([CH3:31])[CH3:30])=[CH:25][C:24]=3[O:34][CH2:35][CH3:36])=[N:9]2)=[CH:4][CH:3]=1. Procedure: 2-(4-{(4S,5R)-4,5-Bis-(4-chloro-phenyl)-2-[4-(cyano-dimethyl-methyl)-2-ethoxy-phenyl]-4,5-dihydro-imidazole-1-carbonyl}-piperazin-1-yl)-acetamide was prepared from (4S,5R)-4,5-bis-(4-chloro-phenyl)-2-[4-(cyano-dimethyl-methyl)-2-ethoxy-phenyl]-4,5-dihydro-imidazole-1-carbonyl chloride (example 12j) and 2-piperazin-1-yl-acetamide (Matrix) in an analogous manner as described in example 25. LR-MS: 647.3 [(M+H)+] Starting materials: C(C1=CC=CC=C1)S(=O)(=O)NC=1C(N(C=CC1)CC(=O)N(C(=O)OC(C)(C)C)CCONC(=NC(=O)OC(C)(C)C)N)=O (3-benzylsulfonylamino-1-{[N,N′-di(tert-butoxycarbonyl)] [(2-guanidinooxyethyl)aminocarbonylmethyl]}-2-pyridinone), FC(C(=O)O)(F)F (trifluoroacetic acid). Solvent: C(Cl)Cl (methylene chloride). Conditions: time 2 hour. Yields the product FC(C(=O)O)(F)F.C(C1=CC=CC=C1)S(=O)(=O)NC=1C(N(C=CC1)CC(=O)NCCONC(=N)N)=O (3-Benzylsulfonylamino-1-[(2-guanidinooxyethyl)aminocarbonylmethyl]-2-pyridinone trifluoroacetate). Isolated yield 92.0%. RXN SMILES: [CH2:1]([S:8]([NH:11][C:12]1[C:13](=[O:43])[N:14]([CH2:18][C:19]([N:21]([CH2:29][CH2:30][O:31][NH:32][C:33]([NH2:42])=[N:34]C(OC(C)(C)C)=O)C(OC(C)(C)C)=O)=[O:20])[CH:15]=[CH:16][CH:17]=1)(=[O:10])=[O:9])[C:2]1[CH:7]=[CH:6][CH:5]=[CH:4][CH:3]=1.[F:44][C:45]([F:50])([F:49])[C:46]([OH:48])=[O:47]>C(Cl)Cl>[F:44][C:45]([F:50])([F:49])[C:46]([OH:48])=[O:47].[CH2:1]([S:8]([NH:11][C:12]1[C:13](=[O:43])[N:14]([CH2:18][C:19]([NH:21][CH2:29][CH2:30][O:31][NH:32][C:33]([NH2:42])=[NH:34])=[O:20])[CH:15]=[CH:16][CH:17]=1)(=[O:10])=[O:9])[C:2]1[CH:3]=[CH:4][CH:5]=[CH:6][CH:7]=1 |f:3.4|. Procedure details: A mixture of 3-benzylsulfonylamino-1-{[N,N′-di(tert-butoxycarbonyl)] [(2-guanidinooxyethyl)aminocarbonylmethyl]}-2-pyridinone (155 mg, 0.25 mmol), as prepared in the preceding step, and trifluoroacetic acid (2 mL) in methylene chloride (3 mL) was stirred at room temperature for 2 h. After evaporation of the solvent in vacuo, the residue was purified by Waters Sep-Pak (10 g, 10% methanol in methylene chloride) to give the title compound as a colorless foam (160 mg, 92%). 1H-NMR (300 MHz, DMSO c6)...